This data is from the Open Reaction Database (ORD), a public repository of structured organic reaction records. The task is: describe an organic reaction: reactants, conditions, products, and yield Run in C1(=CC=CC=C1)C (toluene). Reactants: Cl (HCl), C(C)(=O)OCC (ethyl acetate), BrC=1C=C(C=CC1OC)C=C(C)[N+](=O)[O-] (1-(3-bromo-4-methoxyphenyl)-2-nitropropene), O (water), ferric chloride. The reagents and catalysts are [Fe] (iron). Run at temperature 80 celsius, time 30 minute. Reaction SMILES: [Br:1][C:2]1[CH:3]=[C:4]([CH:10]=[C:11]([N+]([O-])=O)[CH3:12])[CH:5]=[CH:6][C:7]=1[O:8][CH3:9].O.Cl.C(OCC)(=[O:20])C>C1(C)C=CC=CC=1.[Fe]>[Br:1][C:2]1[CH:3]=[C:4]([CH2:10][C:11]([CH3:12])=[O:20])[CH:5]=[CH:6][C:7]=1[O:8][CH3:9]. Reported procedure: A solution of 790 mg (2.90 mmol) of 1-(3-bromo-4-methoxyphenyl)-2-nitropropene (from Example 80, Step A) in 5.0 mL of toluene was combined with water (2.0 mL), iron powder (730 mg, 13.45 mmol), and ferric chloride (14.2 mg, 0.088 mmol) in a 25-mL three-neck round bottom flask fitted with a mechanical stirrer and reflux condenser. With vigorous agitation, the suspension was heated at 80° C., and 1.3 mL of conc. HCl was added over a period of 2 h via syringe. After the addition was completed, the ... Product: BrC=1C=C(C=CC1OC)CC(=O)C (1-(3-Bromo-4-methoxyphenyl)acetone).